The task is: describe an organic reaction: reactants, conditions, products, and yield. This data is from the Open Reaction Database (ORD), a public repository of structured organic reaction records. The solvent is FC(C(=O)O)(F)F (trifluoroacetic acid), C(C)O (ethanol). The reactants are Cl.COC=1C=C2C(=C(NC2=CC1OC)C)CCN1CCC(CC1)C1=CC=CC=C1 (5,6-dimethoxy-2-methyl-3-[2-(4-phenylpiperidino)ethyl]indole hydrochloride), [Sn] (tin), Cl (hydrochloric acid), C(C)[SiH](CC)CC (triethylsilane). The product is substituted-2-methyl, N1CCC2=CC=CC=C12 (indoline). Procedure: The appropriately substituted intermediate indoles (5) are dissolved in trifluoroacetic acid and are treated with triethylsilane at 45°-50° C. for 48-96 hours, or are heated at reflux in ethanol for 48 hours in the presence of tin and hydrochloric acid, and in each case the mixture is then poured onto cracked ice. The resultant mixtures are made basic and are extracted with solvents such as chloroform, methylene chloride, or ethyl acetate. The extracts are evaporated to give the substituted-2-me... Reaction SMILES: Cl.CO[C:4]1[CH:5]=[C:6]2[C:10](=[CH:11][C:12]=1OC)[NH:9][C:8](C)=[C:7]2CCN1CCC(C2C=CC=CC=2)CC1.C([SiH](CC)CC)C.[Sn].Cl>FC(F)(F)C(O)=O.C(O)C>[NH:9]1[C:10]2[C:6](=[CH:5][CH:4]=[CH:12][CH:11]=2)[CH2:7][CH2:8]1 |f:0.1,^3:36|. The reactants are C(C)(C)(C)OC(=O)NCC1=C(C=CC=C1)C=CC=CC(=O)OC (methyl 5-[2-(tertbutoxycarbonylaminomethyl)phenyl]-2,4-pentadienoate), [Na] (sodium), O (water). The solvent is CO (methanol). Run at temperature 0 celsius. The product is C(C)(C)(C)OC(=O)NCC1=C(C=CC=C1)C=CC=CC(=O)O (5-[2-(tert-butoxycarbonylaminomethyl)phenyl]-2,4-pentadienoic acid). Isolated yield 85.5%. RXN SMILES: [C:1]([O:5][C:6]([NH:8][CH2:9][C:10]1[CH:15]=[CH:14][CH:13]=[CH:12][C:11]=1[CH:16]=[CH:17][CH:18]=[CH:19][C:20]([O:22]C)=[O:21])=[O:7])([CH3:4])([CH3:3])[CH3:2].[Na].O>CO>[C:1]([O:5][C:6]([NH:8][CH2:9][C:10]1[CH:15]=[CH:14][CH:13]=[CH:12][C:11]=1[CH:16]=[CH:17][CH:18]=[CH:19][C:20]([OH:22])=[O:21])=[O:7])([CH3:4])([CH3:2])[CH3:3] |^1:23|. Procedure: A stirred mixture of 0.85 g (2.7 mmol) of methyl 5-[2-(tertbutoxycarbonylaminomethyl)phenyl]-2,4-pentadienoate, 1.17 g (11 mmol) of sodium carbinate, 15 ml of water and 15 ml of methanol was heated at reflux for 2 hours. After the produced methanol was distilled off, the solution was cooled to 0° C. and carefully acidified with 1N hydrochloric acid. The resulting mixture was extracted with methylene chloride and the extracts were washed with brine, dried (Na2SO4) and concentrated. Recrystallizat... The reactants are CN(C)C=O, O=S(=O)(c1ccccc1)n1ccc2c(OCCCl)cccc21, [N-]=[N+]=[N-], [Na+], O. Yields the product [N-]=[N+]=NCCOc1cccc2c1ccn2S(=O)(=O)c1ccccc1. Reaction SMILES: [CH3:28][N:29]([CH3:30])[CH:31]=[O:32].[Cl:1][CH2:2][CH2:3][O:4][c:5]1[c:6]2[cH:7][cH:8][n:9]([S:14](=[O:15])(=[O:16])[c:17]3[cH:18][cH:19][cH:20][cH:21][cH:22]3)[c:10]2[cH:11][cH:12][cH:13]1.[N-:24]=[N+:25]=[N-:26].[Na+:23].[OH2:27]>>[CH2:2]([CH2:3][O:4][c:5]1[c:6]2[cH:7][cH:8][n:9]([S:14](=[O:15])(=[O:16])[c:17]3[cH:18][cH:19][cH:20][cH:21][cH:22]3)[c:10]2[cH:11][cH:12][cH:13]1)[N:24]=[N+:25]=[N-:26]. The reactants are C1CCOC1, Cc1ccc([N+](=O)[O-])cc1N1CCc2nc(Nc3ccc(C(=O)N4CCN(C)CC4)cc3)ncc2C1=O, CO. Yields the product Cc1ccc(N)cc1N1CCc2nc(Nc3ccc(C(=O)N4CCN(C)CC4)cc3)ncc2C1=O. As a reaction SMILES: [CH2:38]1[O:39][CH2:40][CH2:41][CH2:42]1.[CH3:1][c:2]1[c:3]([N:11]2[C:12](=[O:37])[c:13]3[c:14]([n:15][c:16]([NH:19][c:20]4[cH:21][cH:22][c:23]([C:26](=[O:27])[N:28]5[CH2:29][CH2:30][N:31]([CH3:34])[CH2:32][CH2:33]5)[cH:24][cH:25]4)[n:17][cH:18]3)[CH2:35][CH2:36]2)[cH:4][c:5]([N+:8]([O-:9])=[O:10])[cH:6][cH:7]1.[CH3:43][OH:44]>>[CH3:1][c:2]1[c:3]([N:11]2[C:12](=[O:37])[c:13]3[c:14]([n:15][c:16]([NH:19][c:20]4[cH:21][cH:22][c:23]([C:26](=[O:27])[N:28]5[CH2:29][CH2:30][N:31]([CH3:34])[CH2:32][CH2:33]5)[cH:24][cH:25]4)[n:17][cH:18]3)[CH2:35][CH2:36]2)[cH:4][c:5]([NH2:8])[cH:6][cH:7]1. The reactants are ClCl (chlorine), FC(OC1=CC=CC=C1)F (difluoromethoxybenzene), ClCl (chlorine), FC(OC1=CC=CC=C1)F (difluoromethoxybenzene). Reagents/catalysts: [Cl-].[K+] (potassium chloride). Run in FC(C1=CC(=CC=C1)C(F)(F)F)(F)F (1,3-bistrifluoromethylbenzene). Yields the product ClC1=C(C=CC=C1)OC(F)F (chlorodifluoromethoxybenzene). As a reaction SMILES: [F:1][CH:2]([F:10])[O:3][C:4]1[CH:9]=[CH:8][CH:7]=[CH:6][CH:5]=1.[Cl:11]Cl>FC(F)(F)C1C=CC=C(C(F)(F)F)C=1.[Cl-].[K+]>[Cl:11][C:5]1[CH:6]=[CH:7][CH:8]=[CH:9][C:4]=1[O:3][CH:2]([F:10])[F:1] |f:3.4|. Procedure: 0.5 g of potassium chloride and 10 g of difluoromethoxybenzene in 100 ml of 1,3-bistrifluoromethylbenzene were introduced as the initial charge, and chlorine was then introduced at 100° C. with UV irradiation. In the course of an hour, another 20 g of difluoromethoxybenzene were metered in. After chlorine uptake was complete, the reaction mixture was purged with nitrogen and subsequently distilled. 35.5 g of chlorodifluoromethoxybenzene were isolated (boiling point 144° C., refractive index nD20... Starting materials: O (water), C(O)([O-])=O.[Na+] (sodium hydrogen carbonate), BrCCC(=O)OC (methyl 3-bromopropionate), ClC=1C(=C(N)C=CC1)C (3-chloro-2-methylaniline). Solvent: CN(P(=O)(N(C)C)N(C)C)C (hexamethylphosphoramide). Run at time 4 hour. The product is CN(CCC(=O)O)C1=C(C(=CC=C1)Cl)C (methyl N-(3-chloro-2-methylphenyl)-β-alanine). The yield is 57.2%. As a reaction SMILES: [Cl:1][C:2]1[C:3]([CH3:9])=[C:4]([CH:6]=[CH:7][CH:8]=1)[NH2:5].[C:10](=O)([O-])O.[Na+].Br[CH2:16][CH2:17][C:18]([O:20]C)=[O:19].O>CN(C)P(N(C)C)(N(C)C)=O>[CH3:10][N:5]([C:4]1[CH:6]=[CH:7][CH:8]=[C:2]([Cl:1])[C:3]=1[CH3:9])[CH2:16][CH2:17][C:18]([OH:20])=[O:19] |f:1.2|. Procedure details: 1.00 g of 3-chloro-2-methylaniline was dissolved in 10 mL of hexamethylphosphoramide, and 1.80 g of sodium hydrogen carbonate and 1.19 g of methyl 3-bromopropionate sequentially were added thereto, followed by stirring at room temperature for 4 hours. To the reaction liquid was added water, followed by extraction with diisopropyl ether. The organic layer was washed with saturated brine, and then dried over anhydrous magnesium sulfate. The solvent was evaporated under reduced pressure, and the ob... The product is Cc1cc(Oc2ccnc(N)c2)cc2c1C(CC(=O)O)OB2O. The reactants are C1CCOC1, CO, CCOC(=O)CC1OB(O)c2cc(Oc3ccnc(N)c3)cc(C)c21, [Na+], [OH-]. As a reaction SMILES: [CH2:30]1[O:31][CH2:32][CH2:33][CH2:34]1.[CH3:28][OH:29].[NH2:1][c:2]1[n:3][cH:4][cH:5][c:6]([O:8][c:9]2[cH:10][c:11]([CH3:25])[c:12]3[c:13]([cH:24]2)[B:14]([OH:23])[O:15][CH:16]3[CH2:17][C:18](=[O:19])[O:20][CH2:21][CH3:22])[cH:7]1.[Na+:27].[OH-:26]>>[NH2:1][c:2]1[n:3][cH:4][cH:5][c:6]([O:8][c:9]2[cH:10][c:11]([CH3:25])[c:12]3[c:13]([cH:24]2)[B:14]([OH:23])[O:15][CH:16]3[CH2:17][C:18](=[O:19])[OH:20])[cH:7]1. The reactants are COC1=C(C=CC(=C1)[N+](=O)[O-])N (2-methoxy-4-nitro-phenylamine), C1CC(=O)N(C1=O)Br (NBS). The solvent is CC#N (CH3CN). Conditions: time 2 hour. The product is BrC1=C(C(=CC(=C1)[N+](=O)[O-])OC)N (2-Bromo-6-methoxy-4-nitro-phenylamine). RXN SMILES: [CH3:1][O:2][C:3]1[CH:8]=[C:7]([N+:9]([O-:11])=[O:10])[CH:6]=[CH:5][C:4]=1[NH2:12].C1C(=O)N([Br:20])C(=O)C1>CC#N>[Br:20][C:5]1[CH:6]=[C:7]([N+:9]([O-:11])=[O:10])[CH:8]=[C:3]([O:2][CH3:1])[C:4]=1[NH2:12]. Reported procedure: Into a 2 L round bottom flask with a stir bar was added 2-methoxy-4-nitro-phenylamine (50.0 g, 297.4 mmol), CH3CN (1 L), and NBS (53.5 g, 297.4 mmol). The reaction was stirred at room temperature for 2 hours while protected from light. The reaction was concentrated and then 500 mL water was added. The product was extracted with ethyl acetate and concentrated. The solid which precipitated from the aqueous washes was combined with the solid which resulted from the organic concentration to give I-2...